From a dataset of the Open Reaction Database (ORD), a public repository of structured organic reaction records. describe an organic reaction: reactants, conditions, products, and yield Reactants: ClCC=1C=CC(=NC1)OCC=1N=C(OC1C)C1=CC=CC=C1 (5-chloromethyl-2-(5-methyl-2-phenyl-4-oxazolyl)methoxypyridine), OC1=C(C=CC=C1)CC(=O)OC (methyl 2-(2-hydroxyphenyl)acetate), CN(C=O)C (N,N-dimethylformamide), [H-].[Na+] (sodium hydride). Solvent: O (water). Reaction conditions: time 15 hour. Yields the product CC1=C(N=C(O1)C1=CC=CC=C1)COC1=CC=C(C=N1)COC1=C(C=CC=C1)CC(=O)OC (methyl 2-[2-[[6-[(5-methyl-2-phenyl-4-oxazolyl)methoxy]-3-pyridyl]methoxy]phenyl]acetate). Yield: 68.8%. As a reaction SMILES: Cl[CH2:2][C:3]1[CH:4]=[CH:5][C:6]([O:9][CH2:10][C:11]2[N:12]=[C:13]([C:17]3[CH:22]=[CH:21][CH:20]=[CH:19][CH:18]=3)[O:14][C:15]=2[CH3:16])=[N:7][CH:8]=1.[OH:23][C:24]1[CH:29]=[CH:28][CH:27]=[CH:26][C:25]=1[CH2:30][C:31]([O:33][CH3:34])=[O:32].CN(C)C=O.[H-].[Na+]>O>[CH3:16][C:15]1[O:14][C:13]([C:17]2[CH:22]=[CH:21][CH:20]=[CH:19][CH:18]=2)=[N:12][C:11]=1[CH2:10][O:9][C:6]1[N:7]=[CH:8][C:3]([CH2:2][O:23][C:24]2[CH:29]=[CH:28][CH:27]=[CH:26][C:25]=2[CH2:30][C:31]([O:33][CH3:34])=[O:32])=[CH:4][CH:5]=1 |f:3.4|. Reported procedure: To a mixture of 5-chloromethyl-2-(5-methyl-2-phenyl-4-oxazolyl)methoxypyridine (0.91 g), methyl 2-(2-hydroxyphenyl)acetate (0.44 g) and N,N-dimethylformamide (20 mL) was added sodium hydride (60%, oil, 0.12 g) under ice-cooling, and the mixture was stirred at room temperature for 15 hrs. The reaction mixture was poured into water and extracted with ethyl acetate. The organic layer was washed with saturated brine and dried over anhydrous magnesium sulfate. After concentration of the organic layer... The reactants are CC(C)(C)OC(=O)N1CCC(=O)CC1, [BH3-]C#N, CC(C)O, CC(=O)Nc1cccc(N)c1, [Na+]. Yields the product CC(=O)Nc1cccc(NC2CCN(C(=O)OC(C)(C)C)CC2)c1. Reaction SMILES: [C:12]([CH3:13])([CH3:14])([CH3:15])[O:16][C:17](=[O:18])[N:19]1[CH2:20][CH2:21][C:22](=[O:25])[CH2:23][CH2:24]1.[C:26]([BH3-:27])#[N:28].[CH:30]([OH:31])([CH3:32])[CH3:33].[NH2:1][c:2]1[cH:3][c:4]([NH:8][C:9]([CH3:10])=[O:11])[cH:5][cH:6][cH:7]1.[Na+:29]>>[NH:1]([c:2]1[cH:3][c:4]([NH:8][C:9]([CH3:10])=[O:11])[cH:5][cH:6][cH:7]1)[CH:22]1[CH2:21][CH2:20][N:19]([C:17]([O:16][C:12]([CH3:13])([CH3:14])[CH3:15])=[O:18])[CH2:24][CH2:23]1. Reactants: CC(C)=O, CO, [Mg+2], NCc1cc2c(c(C(F)(F)F)c1)C(=O)N(Cc1ccc(OC(F)(F)F)cc1)C2, O=S(=O)([O-])[O-]. Yields the product CC(C)N(C)Cc1cc2c(c(C(F)(F)F)c1)C(=O)N(Cc1ccc(OC(F)(F)F)cc1)C2. Reaction SMILES: [CH3:29][C:30]([CH3:31])=[O:32].[CH3:39][OH:40].[Mg+2:33].[NH2:1][CH2:2][c:3]1[cH:4][c:5]2[c:9]([c:10]([C:12]([F:13])([F:14])[F:15])[cH:11]1)[C:8](=[O:16])[N:7]([CH2:17][c:18]1[cH:19][cH:20][c:21]([O:24][C:25]([F:26])([F:27])[F:28])[cH:22][cH:23]1)[CH2:6]2.[O-:34][S:35]([O-:36])(=[O:37])=[O:38]>>[N:1]([CH2:2][c:3]1[cH:4][c:5]2[c:9]([c:10]([C:12]([F:13])([F:14])[F:15])[cH:11]1)[C:8](=[O:16])[N:7]([CH2:17][c:18]1[cH:19][cH:20][c:21]([O:24][C:25]([F:26])([F:27])[F:28])[cH:22][cH:23]1)[CH2:6]2)([CH:30]([CH3:29])[CH3:31])[CH3:39]. Reactants: O (water), [H-].[Na+] (sodium hydride), N1N=CN=C1 (1H-1,2,4-triazole), ClCC1=NC2=CC(=C(C=C2C(=C1C(=O)OCC)C1=CC(=C(C=C1)OC)OC)OC)OC (ethyl 2-chloromethyl-6,7-dimethoxy-4-(3,4-dimethoxyphenyl)quinoline-3-carboxylate). Run in CN(C=O)C (N,N-dimethylformamide). Run at time 15 minute. The product is COC=1C=C2C(=C(C(=NC2=CC1OC)CN1N=CN=C1)C(=O)OCC)C1=CC(=C(C=C1)OC)OC (ethyl 6,7-dimethoxy-4-(3,4-dimethoxyphenyl)-2-(1,2,4-triazol-1-ylmethyl)quinoline-3-carboxylate). Isolated yield 52.8%. Reaction SMILES: [H-].[Na+].[NH:3]1[CH:7]=[N:6][CH:5]=[N:4]1.Cl[CH2:9][C:10]1[C:19]([C:20]([O:22][CH2:23][CH3:24])=[O:21])=[C:18]([C:25]2[CH:30]=[CH:29][C:28]([O:31][CH3:32])=[C:27]([O:33][CH3:34])[CH:26]=2)[C:17]2[C:12](=[CH:13][C:14]([O:37][CH3:38])=[C:15]([O:35][CH3:36])[CH:16]=2)[N:11]=1.O>CN(C)C=O>[CH3:36][O:35][C:15]1[CH:16]=[C:17]2[C:12](=[CH:13][C:14]=1[O:37][CH3:38])[N:11]=[C:10]([CH2:9][N:3]1[CH:7]=[N:6][CH:5]=[N:4]1)[C:19]([C:20]([O:22][CH2:23][CH3:24])=[O:21])=[C:18]2[C:25]1[CH:30]=[CH:29][C:28]([O:31][CH3:32])=[C:27]([O:33][CH3:34])[CH:26]=1 |f:0.1|. Reported procedure: Oily sodium hydride (60%, 0.323 g) was added to a solution of 1H-1,2,4-triazole (0.558 g) in N,N-dimethylformamide (30 ml), and the mixture was stirred at room temperature for 15 minutes. Then ethyl 2-chloromethyl-6,7-dimethoxy-4-(3,4-dimethoxyphenyl)quinoline-3-carboxylate(3.0 g) was added. The mixture was stirred at 80° C. for 1 hour, poured into water and extracted with ethyl acetate. The ethyl acetate layer was washed with water and dried over magnesium sulfate, and the solvent was evaporate... Starting materials: CC(CCCC(C)=O)CCCCCC(CCC)C (racemic 6,12-dimethylpentadecan-2-one), organocopper, [Br-] (bromide), C(=C)C(=O)C (methyl vinyl ketone), C(CCC)P(CCCC)CCCC (tri-n-butyl phosphine), BrCCCC(CCC)C (1-bromo-4-methylheptane), BrCCCC(CCC)C (1-bromo-4-methylheptane), [Br-] (bromide), CC(CCCC(C)=O)CCCCCC(CCC)C (racemic 6,12-dimethylpentadecan-2-one), CC(=O)C1CC1 (methylcyclopropyl ketone), C(CC)[Mg]Br (n-propylmagnesium bromide), Br (hydrobromic acid). The reagents and catalysts are O=[Pt]=O (PtO2). Solvent: CO (carbinol). Yields the product CC(CCCCCC(C)=O)CCC (8-methylundecan-2-one). RXN SMILES: C[CH:2]([CH2:9][CH2:10][CH2:11][CH2:12][CH2:13]C(C)CCC)[CH2:3][CH2:4][CH2:5][C:6](=[O:8])[CH3:7].[CH3:19]C(C1CC1)=O.C([Mg]Br)CC.[Br-].Br.BrCCCC(C)CCC.C(C(C)=O)=C.C(P(CCCC)CCCC)CCC>O=[Pt]=O.CO>[CH3:19][CH:10]([CH2:11][CH2:12][CH3:13])[CH2:9][CH2:2][CH2:3][CH2:4][CH2:5][C:6](=[O:8])[CH3:7]. Procedure details: The novel synthesis of racemic 6,12-dimethylpentadecan-2-one is shown in FIG. 4 and described in detail below in Example 2. Briefly, the synthesis of racemic 6,12-dimethylpentadecan-2-one was initiated by the reaction of methylcyclopropyl ketone with n-propylmagnesium bromide. The intermediate tertiary carbinol was isomerized to the homoallylic bromide (1) with hydrobromic acid. The allic bromide (1) was reduced to 1-bromo-4-methylheptane (2) by hydrogenation with PtO2. The saturated bromide (2)... The reactants are Br, CCN=C=NCCCN(C)C, ClCCl, FC(F)(F)c1ccc2c(c1)CNC2, O=C(O)CN1CCCC(c2ccccc2)C1=O. The product is O=C(CN1CCCC(c2ccccc2)C1=O)N1Cc2ccc(C(F)(F)F)cc2C1. RXN SMILES: [BrH:18].[CH2:32]([N:33]=[C:34]=[N:35][CH2:36][CH2:37][CH2:38][N:39]([CH3:40])[CH3:41])[CH3:42].[Cl:43][CH2:44][Cl:45].[F:19][C:20]([c:21]1[cH:22][c:23]2[c:27]([cH:28][cH:29]1)[CH2:26][NH:25][CH2:24]2)([F:30])[F:31].[O:1]=[C:2]1[N:3]([CH2:14][C:15](=[O:16])[OH:17])[CH2:4][CH2:5][CH2:6][CH:7]1[c:8]1[cH:9][cH:10][cH:11][cH:12][cH:13]1>>[O:1]=[C:2]1[N:3]([CH2:14][C:15](=[O:17])[N:25]2[CH2:24][c:23]3[cH:22][c:21]([C:20]([F:19])([F:30])[F:31])[cH:29][cH:28][c:27]3[CH2:26]2)[CH2:4][CH2:5][CH2:6][CH:7]1[c:8]1[cH:9][cH:10][cH:11][cH:12][cH:13]1. Reactants: CC(C)O, CCOC(=O)C1CCN(Cc2cccc(-c3cnc(-c4ccc(OC(C)C)c(Cl)c4)s3)c2CC)CC1, [Na+], [OH-], O. The product is CCc1c(CN2CCC(C(=O)O)CC2)cccc1-c1cnc(-c2ccc(OC(C)C)c(Cl)c2)s1. Reaction SMILES: [CH:39]([OH:40])([CH3:41])[CH3:42].[Cl:1][c:2]1[cH:3][c:4](-[c:12]2[s:13][c:14](-[c:17]3[c:18]([CH2:35][CH3:36])[c:19]([CH2:23][N:24]4[CH2:25][CH2:26][CH:27]([C:30](=[O:31])[O:32][CH2:33][CH3:34])[CH2:28][CH2:29]4)[cH:20][cH:21][cH:22]3)[cH:15][n:16]2)[cH:5][cH:6][c:7]1[O:8][CH:9]([CH3:10])[CH3:11].[Na+:38].[OH-:37].[OH2:43]>>[Cl:1][c:2]1[cH:3][c:4](-[c:12]2[s:13][c:14](-[c:17]3[c:18]([CH2:35][CH3:36])[c:19]([CH2:23][N:24]4[CH2:25][CH2:26][CH:27]([C:30](=[O:31])[OH:32])[CH2:28][CH2:29]4)[cH:20][cH:21][cH:22]3)[cH:15][n:16]2)[cH:5][cH:6][c:7]1[O:8][CH:9]([CH3:10])[CH3:11].